From a dataset of the Open Reaction Database (ORD), a public repository of structured organic reaction records. describe an organic reaction: reactants, conditions, products, and yield The reactants are O (water), FC1=C(C(=O)O)C(=C(C(=C1F)F)F)F (2,3,4,5,6-pentafluorobenzoic acid), FC(CO)(C(C(C(F)F)(F)F)(F)F)F (2,2,3,3,4,4,5,5-octafluoropentanol), [H-].[Na+] (sodium hydride). The solvent is C(C)(=O)OCC (ethyl acetate), CN(C=O)C (N,N-dimethylformamide). Run at time 1 hour. Yields the product FC(COC1=C(C(=C(C(=O)O)C(=C1F)F)F)F)(C(C(C(F)F)(F)F)(F)F)F (4-(2,2,3,3,4,4,5,5-octafluoropentyloxy)-2,3,5,6-tetrafluorobenzoic acid). Isolated yield 46.2%. RXN SMILES: [F:1][C:2]1[C:10]([F:11])=[C:9](F)[C:8]([F:13])=[C:7]([F:14])[C:3]=1[C:4]([OH:6])=[O:5].[F:15][C:16]([F:28])([C:19]([F:27])([F:26])[C:20]([F:25])([F:24])[CH:21]([F:23])[F:22])[CH2:17][OH:18].[H-].[Na+].O>CN(C)C=O.C(OCC)(=O)C>[F:15][C:16]([F:28])([C:19]([F:26])([F:27])[C:20]([F:24])([F:25])[CH:21]([F:22])[F:23])[CH2:17][O:18][C:9]1[C:8]([F:13])=[C:7]([F:14])[C:3]([C:4]([OH:6])=[O:5])=[C:2]([F:1])[C:10]=1[F:11] |f:2.3|. Procedure: To a mixture of 2,3,4,5,6-pentafluorobenzoic acid (1 g) and 2,2,3,3,4,4,5,5-octafluoropentanol (1.18 g) in N,N-dimethylformamide (5 ml) was added 62% sodium hydride (0.39 g) at room temperature. The mixture was stirred at the same temperature for 1 hour, and thereto was added a mixture of water and ethyl acetate. The separated organic layer was washed with water and brine, dried over magnesium sulfate, filtered, and evaporated in vacuo. The residue was purified by chromatography on silica gel to...